Dataset: the Open Reaction Database (ORD), a public repository of structured organic reaction records. Task: describe an organic reaction: reactants, conditions, products, and yield Starting materials: CC(=O)O[BH-](OC(C)=O)OC(C)=O, COc1nccnc1C=O, CC(=O)O, CCOC(C)=O, ClCCl, Fc1ccccc1OCC1CCNC1, [Na+], [Na+], [Na+], O=C([O-])[O-]. Product: COc1nccnc1CN1CCC(COc2ccccc2F)C1. RXN SMILES: [C:25]([O:26][BH-:27]([O:28][C:29](=[O:30])[CH3:31])[O:32][C:33](=[O:34])[CH3:35])(=[O:36])[CH3:37].[CH3:1][O:2][c:3]1[c:4]([CH:9]=[O:10])[n:5][cH:6][cH:7][n:8]1.[CH3:48][C:49](=[O:50])[OH:51].[CH3:52][CH2:53][O:54][C:55](=[O:56])[CH3:57].[Cl:45][CH2:46][Cl:47].[F:11][c:12]1[c:13]([O:14][CH2:15][CH:16]2[CH2:17][NH:18][CH2:19][CH2:20]2)[cH:21][cH:22][cH:23][cH:24]1.[Na+:38].[Na+:39].[Na+:40].[O-:41][C:42](=[O:43])[O-:44]>>[CH3:1][O:2][c:3]1[c:4]([CH2:9][N:18]2[CH2:17][CH:16]([CH2:15][O:14][c:13]3[c:12]([F:11])[cH:24][cH:23][cH:22][cH:21]3)[CH2:20][CH2:19]2)[n:5][cH:6][cH:7][n:8]1.